From a dataset of the Open Reaction Database (ORD), a public repository of structured organic reaction records. describe an organic reaction: reactants, conditions, products, and yield Starting materials: COC(CC1=C(NC2=CC(=CC=C12)Cl)C(C1=CC=C(C=C1)Cl)=O)=O (methyl[6-chloro-2-(4-chlorobenzoyl)-1H-indol-3-yl]acetate), [OH-].[Na+] (NaOH). Solvent: CO.C1CCOC1 (MeOH THF). Conditions: temperature 80 celsius, time 1 hour. Product: ClC1=CC=C2C(=C(NC2=C1)C(C1=CC=C(C=C1)Cl)=O)CC(=O)O ([6-Chloro-2-(4-chlorobenzoyl)-1H-indol-3-yl]acetic Acid). The yield is 91.3%. RXN SMILES: C[O:2][C:3](=[O:24])[CH2:4][C:5]1[C:13]2[C:8](=[CH:9][C:10]([Cl:14])=[CH:11][CH:12]=2)[NH:7][C:6]=1[C:15](=[O:23])[C:16]1[CH:21]=[CH:20][C:19]([Cl:22])=[CH:18][CH:17]=1.[OH-].[Na+]>CO.C1COCC1>[Cl:14][C:10]1[CH:9]=[C:8]2[C:13]([C:5]([CH2:4][C:3]([OH:24])=[O:2])=[C:6]([C:15](=[O:23])[C:16]3[CH:17]=[CH:18][C:19]([Cl:22])=[CH:20][CH:21]=3)[NH:7]2)=[CH:12][CH:11]=1 |f:1.2,3.4|. Reported procedure: A mixture of methyl[6-chloro-2-(4-chlorobenzoyl)-1H-indol-3-yl]acetate (Example 8, 1.80 g) and 2N aqueous NaOH (7.5 ml) in MeOH-THF (10 ml-10 ml) was stirred at 80° C. for 1 h. The mixture was cooled and concentrated. The residue was dissolved in water (150 ml) and washed with diethyl ether (50 ml). The aqueous layer was acidified with 2N aqueous HCl (10 ml), and extracted with ethyl acetate (100 ml×2). The combined organic extracts were washed with brine (50 ml), dried (MgSO4), and concentrated...